From a dataset of the Open Reaction Database (ORD), a public repository of structured organic reaction records. describe an organic reaction: reactants, conditions, products, and yield Starting materials: O (H2O), ClCC(COC1=CC=C(C=C1)OCC1=CC=CC=C1)O ((RS)-1-chloro-3-[4-(benzyloxy)phenoxy]-2-propanol), CC1=CC=C(CC2(CCNCC2)O)C=C1 (4-(4-methyl-benzyl)-piperidin-4-ol), C([O-])([O-])=O.[K+].[K+] (potassium carbonate). Solvent: CC(CC)=O (2-butanone). Product: C(C1=CC=CC=C1)OC1=CC=C(OCC(CN2CCC(CC2)(O)CC2=CC=C(C=C2)C)O)C=C1 ((RS)-1-[3-(4-benzyloxy-phenoxy)-2-hydroxy-propyl]-4-(4-methyl-benzyl)-piperidin-4-ol). Isolated yield 47.8%. As a reaction SMILES: Cl[CH2:2][CH:3]([OH:20])[CH2:4][O:5][C:6]1[CH:11]=[CH:10][C:9]([O:12][CH2:13][C:14]2[CH:19]=[CH:18][CH:17]=[CH:16][CH:15]=2)=[CH:8][CH:7]=1.[CH3:21][C:22]1[CH:35]=[CH:34][C:25]([CH2:26][C:27]2([OH:33])[CH2:32][CH2:31][NH:30][CH2:29][CH2:28]2)=[CH:24][CH:23]=1.C(=O)([O-])[O-].[K+].[K+].O>CC(=O)CC>[CH2:13]([O:12][C:9]1[CH:10]=[CH:11][C:6]([O:5][CH2:4][CH:3]([OH:20])[CH2:2][N:30]2[CH2:31][CH2:32][C:27]([CH2:26][C:25]3[CH:24]=[CH:23][C:22]([CH3:21])=[CH:35][CH:34]=3)([OH:33])[CH2:28][CH2:29]2)=[CH:7][CH:8]=1)[C:14]1[CH:19]=[CH:18][CH:17]=[CH:16][CH:15]=1 |f:2.3.4|. Procedure: A mixture of (RS)-1-chloro-3-[4-(benzyloxy)phenoxy]-2-propanol (1.0 g, 3.4 mmol), 4-(4-methyl-benzyl)-piperidin-4-ol (0.70 g, 3.4 mmol) and potassium carbonate (0.50 g, 3.6 mmol) in 2-butanone was refluxed for 2 days. It was cooled to room temperature, 50 ml of H2O were added and the organic phase was separated. The water phase was extracted two times with ethyl acetate. The organic phases were then pooled, dried with Na2SO4 and the solvent evaporated. The residue was chromatographed over silica... Starting materials: FC(F)(F)Oc1ccc(I)cc1, [I-], C#CCNC(=O)Cc1ccc2cc[nH]c2c1. Product: O=C(Cc1ccc2cc[nH]c2c1)NCC#Cc1ccc(OC(F)(F)F)cc1. As a reaction SMILES: [F:17][C:18]([O:19][c:20]1[cH:21][cH:22][c:23]([I:26])[cH:24][cH:25]1)([F:27])[F:28].[I-:29].[nH:1]1[cH:2][cH:3][c:4]2[cH:5][cH:6][c:7]([CH2:10][C:11](=[O:12])[NH:13][CH2:14][C:15]#[CH:16])[cH:8][c:9]12>>[nH:1]1[cH:2][cH:3][c:4]2[cH:5][cH:6][c:7]([CH2:10][C:11](=[O:12])[NH:13][CH2:14][C:15]#[C:16][c:23]3[cH:22][cH:21][c:20]([O:19][C:18]([F:17])([F:27])[F:28])[cH:25][cH:24]3)[cH:8][c:9]12. The reactants are [C-]#N.[Na+] (sodium cyanide), C(C)C1=C(CCl)C(=CC(=C1)C)CC (2,6-diethyl-4-methylbenzyl chloride). The solvent is C(C)#N (acetonitrile), O (water), C(C)#N (acetonitrile), O (water). Conditions: temperature 75 celsius, time 3 hour. Product: C(C)C1=C(C(=CC(=C1)C)CC)CC#N (2,6-diethyl-4-methylphenylacetonitrile). Yield: 115.5%. Reaction SMILES: [C-:1]#[N:2].[Na+].[CH2:4]([C:6]1[CH:13]=[C:12]([CH3:14])[CH:11]=[C:10]([CH2:15][CH3:16])[C:7]=1[CH2:8]Cl)[CH3:5]>O.C(#N)C>[CH2:4]([C:6]1[CH:13]=[C:12]([CH3:14])[CH:11]=[C:10]([CH2:15][CH3:16])[C:7]=1[CH2:8][C:1]#[N:2])[CH3:5] |f:0.1|. Reported procedure: In a mixture of 50 g of water and 99 g of acetonitrile was dissolved 27.98 g of sodium cyanide. To this mixture, a solution of 157.18 g of 2,6-diethyl-4-methylbenzyl chloride (GC-area: 71%) in acetonitrile (293 g) was added dropwise at 75° C. over 2.5 hours. This mixture was stirred at 75° C. for 3 hours. To the reaction mixture was added 99 g of water, and the mixture was separated. The organic layer was concentrated. To the residue were added 99 g of water and 198 g of hexane and the mixture w...